This data is from the Open Reaction Database (ORD), a public repository of structured organic reaction records. The task is: describe an organic reaction: reactants, conditions, products, and yield The yield is 15.8%. Solvent: ClCCCl (1,2-dichloroethane). Reaction SMILES: [CH:1]([S:4]([CH2:7][C@H:8]1[C@@H:13]([N:14]2[CH2:18][CH2:17][C@H:16]([NH:19][C:20](=[O:31])[C:21]3[CH:26]=[CH:25][CH:24]=[C:23]([C:27]([F:30])([F:29])[F:28])[CH:22]=3)[C:15]2=[O:32])[CH2:12][CH2:11][NH:10][CH2:9]1)(=[O:6])=[O:5])([CH3:3])[CH3:2].[CH3:33][C:34]([CH3:36])=O.C(O[BH-](OC(=O)C)OC(=O)C)(=O)C.[Na+]>ClCCCl>[CH:34]([N:10]1[CH2:11][CH2:12][C@H:13]([N:14]2[CH2:18][CH2:17][C@H:16]([NH:19][C:20](=[O:31])[C:21]3[CH:26]=[CH:25][CH:24]=[C:23]([C:27]([F:29])([F:28])[F:30])[CH:22]=3)[C:15]2=[O:32])[C@H:8]([CH2:7][S:4]([CH:1]([CH3:3])[CH3:2])(=[O:5])=[O:6])[CH2:9]1)([CH3:36])[CH3:33] |f:2.3|. Reactants: C(C)(C)S(=O)(=O)C[C@@H]1CNCC[C@@H]1N1C([C@H](CC1)NC(C1=CC(=CC=C1)C(F)(F)F)=O)=O (N—((S)-1-((3R,4S)-3-(isopropylsulfonylmethyl)piperidin-4-yl)-2-oxopyrrolidin-3-yl)-3-(trifluoromethyl)benzamide), C(C)(=O)O[BH-](OC(C)=O)OC(C)=O.[Na+] (sodium triacetoxyborohydride), CC(=O)C (acetone). Run at time 1 hour. Product: desired product, C(C)(C)N1C[C@H]([C@H](CC1)N1C([C@H](CC1)NC(C1=CC(=CC=C1)C(F)(F)F)=O)=O)CS(=O)(=O)C(C)C (N—((S)-1-((3R,4S)-1-isopropyl-3-(isopropylsulfonylmethyl)piperidin-4-yl)-2-oxopyrrolidin-3-yl)-3-(trifluoromethyl)benzamide). Procedure details: A sample of N—((S)-1-((3R,4S)-3-(isopropylsulfonylmethyl)piperidin-4-yl)-2-oxopyrrolidin-3-yl)-3-(trifluoromethyl)benzamide (0.05 g) was dissolved in 1,2-dichloroethane (3 mL) prior to the addition of acetone (0.38 mL, 0.525 mMol). After stirring at rt for 1 h, sodium triacetoxyborohydride (0.445 g, 0.21 mMol) was added to the reaction. Stirring was continued for 2 h when the reaction was quenched with saturated NaHCO3. Partitioned between EtOAc and water. Organic layer was washed with brine and... Reactants: C=CC1C(OC(=O)c2ccccc2)CC2CCC1N2C, CN1C2CCC1C(C=CCl)C(O[Si](C)(C)C(C)(C)C)C2. The product is CN1C2CCC1C(C=CCl)C(OC(=O)c1ccccc1)C2. RXN SMILES: [C:1]([c:2]1[cH:3][cH:4][cH:5][cH:6][cH:7]1)(=[O:8])[O:9][CH:10]1[CH:11]([CH:19]=[CH2:20])[CH:12]2[CH2:13][CH2:14][CH:15]([CH2:16]1)[N:17]2[CH3:18].[C:21]([Si:22]([CH3:23])([CH3:24])[O:25][CH:26]1[CH2:27][CH:28]2[N:29]([CH3:30])[CH:31]([CH2:32][CH2:33]2)[CH:34]1[CH:35]=[CH:36][Cl:38])([CH3:37])([CH3:39])[CH3:40]>>[C:1]([c:2]1[cH:3][cH:4][cH:5][cH:6][cH:7]1)(=[O:8])[O:9][CH:10]1[CH:11]([CH:19]=[CH:20][Cl:38])[CH:12]2[CH2:13][CH2:14][CH:15]([CH2:16]1)[N:17]2[CH3:18]. Starting materials: CCO, CCOCC, COC(=O)c1ccn(C)c(=O)c1, NN, O. The product is Cn1ccc(C(=O)NN)cc1=O. As a reaction SMILES: [CH3:16][CH2:17][OH:18].[CH3:19][CH2:20][O:21][CH2:22][CH3:23].[CH3:1][O:2][C:3](=[O:4])[c:5]1[cH:6][c:7](=[O:12])[n:8]([CH3:11])[cH:9][cH:10]1.[NH2:14][NH2:15].[OH2:13]>>[O:2]=[C:3]([c:5]1[cH:6][c:7](=[O:12])[n:8]([CH3:11])[cH:9][cH:10]1)[NH:14][NH2:15].